From a dataset of the Open Reaction Database (ORD), a public repository of structured organic reaction records. describe an organic reaction: reactants, conditions, products, and yield The reactants are Cc1nn(-c2ccccc2)nc1CO, Cc1ccccc1, O, BrP(Br)Br. The product is Cc1nn(-c2ccccc2)nc1CBr. Reaction SMILES: [CH3:1][c:2]1[c:3]([CH2:13][OH:14])[n:4][n:5](-[c:7]2[cH:8][cH:9][cH:10][cH:11][cH:12]2)[n:6]1.[CH3:20][c:21]1[cH:22][cH:23][cH:24][cH:25][cH:26]1.[OH2:19].[P:15]([Br:16])([Br:17])[Br:18]>>[CH3:1][c:2]1[c:3]([CH2:13][Br:16])[n:4][n:5](-[c:7]2[cH:8][cH:9][cH:10][cH:11][cH:12]2)[n:6]1. Reactants: COC(=O)c1ccc2c(C3CCCCC3)c3n(c2c1)CCNc1ccccc1-3, Cl, [Na+], [OH-], O. Product: O=C(O)c1ccc2c(C3CCCCC3)c3n(c2c1)CCNc1ccccc1-3. As a reaction SMILES: [CH:1]1([c:7]2[c:8]3[cH:9][cH:10][c:11]([C:25](=[O:26])[O:27][CH3:28])[cH:12][c:13]3[n:14]3[c:20]2-[c:19]2[c:18]([cH:24][cH:23][cH:22][cH:21]2)[NH:17][CH2:16][CH2:15]3)[CH2:2][CH2:3][CH2:4][CH2:5][CH2:6]1.[ClH:31].[Na+:30].[OH-:29].[OH2:32]>>[CH:1]1([c:7]2[c:8]3[cH:9][cH:10][c:11]([C:25](=[O:26])[OH:27])[cH:12][c:13]3[n:14]3[c:20]2-[c:19]2[c:18]([cH:24][cH:23][cH:22][cH:21]2)[NH:17][CH2:16][CH2:15]3)[CH2:2][CH2:3][CH2:4][CH2:5][CH2:6]1. Starting materials: NC=1N=C(NC(C1N)=O)C1=C(C=CC=C1)OCCC (4,5-diamino-2-(2-propoxyphenyl)pyrimidin-6-one), C(C)(=O)[O-].[K+] (potassium acetate), NC(=S)N (thiourea), crude product. Product: C(CC)OC1=C(C=CC=C1)C1=NC(C2=NC(=NC2=N1)S)=O (2-(2-Propoxyphenyl)-8-mercaptopurin-6-one). Reaction SMILES: [NH2:1][C:2]1[N:3]=[C:4]([C:10]2[CH:15]=[CH:14][CH:13]=[CH:12][C:11]=2[O:16][CH2:17][CH2:18][CH3:19])[NH:5][C:6](=[O:9])[C:7]=1[NH2:8].C([O-])(=O)C.[K+].N[C:26](N)=[S:27]>>[CH2:17]([O:16][C:11]1[CH:12]=[CH:13][CH:14]=[CH:15][C:10]=1[C:4]1[N:3]=[C:2]2[C:7](=[N:8][C:26]([SH:27])=[N:1]2)[C:6](=[O:9])[N:5]=1)[CH2:18][CH3:19] |f:1.2|. Reported procedure: A mixture of 4,5-diamino-2-(2-propoxyphenyl)pyrimidin-6-one (13 g), anhydrous potassium acetate (0.34 g) and thiourea (0.96 g) was heated at 170°-180° C. for 2 hours. After digestion with water the mixture was filtered and the solid was dissolved in I Normal sodium hydroxide solution then re-precipitated by the addition of acetic acid. The dried solid was digested with chloroform and with ethanol to leave l.12 g of a crude product. Repeated recrystallisations from dimethylformamide, 2-methoxyeth... Starting materials: CC(O)c1nnc(-c2ccccc2C(F)(F)F)n1C, ClC(Cl)Cl, N#Cc1cccnc1Cl, [H-], [Na+], CN(C)C=O, O. Product: CC(Oc1ncccc1C#N)c1nnc(-c2ccccc2C(F)(F)F)n1C. As a reaction SMILES: [CH3:3][n:4]1[c:5]([CH:19]([CH3:20])[OH:21])[n:6][n:7][c:8]1-[c:9]1[c:10]([C:15]([F:16])([F:17])[F:18])[cH:11][cH:12][cH:13][cH:14]1.[CH:36]([Cl:37])([Cl:38])[Cl:39].[Cl:27][c:28]1[n:29][cH:30][cH:31][cH:32][c:33]1[C:34]#[N:35].[H-:1].[Na+:2].[O:22]=[CH:23][N:24]([CH3:25])[CH3:26].[OH2:40]>>[CH3:3][n:4]1[c:5]([CH:19]([CH3:20])[O:21][c:28]2[n:29][cH:30][cH:31][cH:32][c:33]2[C:34]#[N:35])[n:6][n:7][c:8]1-[c:9]1[c:10]([C:15]([F:16])([F:17])[F:18])[cH:11][cH:12][cH:13][cH:14]1. The reactants are C(C1=CC=CC=C1)N1CCC(CC1)(C1=CC(=CC=C1)OC)C1=CC=C(C=C1)OS(=O)(=O)C(F)(F)F (trifluoro-methanesulfonic acid 4-[1-benzyl-4-(3-methoxy-phenyl)-piperidin-4-yl]-phenyl ester), S1C(=CC=C1)B(O)O (2-thiophene boronic acid), C([O-])([O-])=O.[Na+].[Na+] (sodium carbonate). Reagents/catalysts: C=1C=CC(=CC1)[P](C=2C=CC=CC2)(C=3C=CC=CC3)[Pd]([P](C=4C=CC=CC4)(C=5C=CC=CC5)C=6C=CC=CC6)([P](C=7C=CC=CC7)(C=8C=CC=CC8)C=9C=CC=CC9)[P](C=1C=CC=CC1)(C=1C=CC=CC1)C=1C=CC=CC1 (tetrakis), [Pd].P (phosphine palladium). The solvent is C(C)O (ethanol), O (water). The product is C(C1=CC=CC=C1)N1CCC(CC1)(C1=CC=C(C=C1)C=1SC=CC1)C1=CC(=CC=C1)OC (1-Benzyl-4-(3-methoxy-phenyl)-4-(4-thiophen-2-yl-phenyl)-piperidine). Yield: 91.0%. As a reaction SMILES: [CH2:1]([N:8]1[CH2:13][CH2:12][C:11]([C:22]2[CH:27]=[CH:26][C:25](OS(C(F)(F)F)(=O)=O)=[CH:24][CH:23]=2)([C:14]2[CH:19]=[CH:18][CH:17]=[C:16]([O:20][CH3:21])[CH:15]=2)[CH2:10][CH2:9]1)[C:2]1[CH:7]=[CH:6][CH:5]=[CH:4][CH:3]=1.[S:36]1[CH:40]=[CH:39][CH:38]=[C:37]1B(O)O.C(=O)([O-])[O-].[Na+].[Na+]>C(O)C.O.C1C=CC([P]([Pd]([P](C2C=CC=CC=2)(C2C=CC=CC=2)C2C=CC=CC=2)([P](C2C=CC=CC=2)(C2C=CC=CC=2)C2C=CC=CC=2)[P](C2C=CC=CC=2)(C2C=CC=CC=2)C2C=CC=CC=2)(C2C=CC=CC=2)C2C=CC=CC=2)=CC=1.[Pd].P>[CH2:1]([N:8]1[CH2:13][CH2:12][C:11]([C:14]2[CH:19]=[CH:18][CH:17]=[C:16]([O:20][CH3:21])[CH:15]=2)([C:22]2[CH:27]=[CH:26][C:25]([C:37]3[S:36][CH:40]=[CH:39][CH:38]=3)=[CH:24][CH:23]=2)[CH2:10][CH2:9]1)[C:2]1[CH:3]=[CH:4][CH:5]=[CH:6][CH:7]=1 |f:2.3.4,8.9,^1:57,59,78,97|. Procedure: To a solution of trifluoro-methanesulfonic acid 4-[1-benzyl-4-(3-methoxy-phenyl)-piperidin-4-yl]-phenyl ester (0.1 g, 0.2 mmol) in ethanol (4.5 mL) and water (0.5 mL) was added 2-thiophene boronic acid (0.052 g, 0.5 mmol) and sodium carbonate (0.037 g, 0.29 mmol) and tetrakis tripheny;phosphine palladium (0.02 g, 0.18 mmol). The reaction mixture was heated to reflux for 2 hours. The mixture was then filtered and the filtrate was concentrated under vacuum. The residue was purified by flash chroma... Reactants: Cc1cccc(C(=O)CBr)c1, CC#N, O. The product is Cc1cccc(C(=O)CO)c1. RXN SMILES: [Br:1][CH2:2][C:3](=[O:4])[c:5]1[cH:6][c:7]([CH3:11])[cH:8][cH:9][cH:10]1.[CH3:13][C:14]#[N:15].[OH2:12]>>[CH2:2]([C:3](=[O:4])[c:5]1[cH:6][c:7]([CH3:11])[cH:8][cH:9][cH:10]1)[OH:12]. The reactants are ClC(=O)OCC (Ethyl chloroformate), ammonium salts, three, N#N (N2), C(F)(F)(C(F)(F)C(F)(F)C(F)(F)C(F)(F)C(F)(F)F)CCSCCN (C6F13C2H4SCH2CH2NH2), CN(C)C (trimethyl amine), C[Si](Cl)(Cl)Cl (methyl trichlorosilane). Run in C1(=CC=CC=C1)C (toluene), C1(=CC=CC=C1)C (toluene), C(C)N(CC)CC (triethyl amine). Run at temperature 0 celsius. The product is C(F)(F)(C(F)(F)C(F)(F)C(F)(F)C(F)(F)C(F)(F)F)CCSCCN=C=O (C6F13C2H4SCH2CH2NCO). The yield is 95.0%. RXN SMILES: N#N.[C:3]([CH2:22][CH2:23][S:24][CH2:25][CH2:26][NH2:27])([C:6]([C:9]([C:12]([C:15]([C:18]([F:21])([F:20])[F:19])([F:17])[F:16])([F:14])[F:13])([F:11])[F:10])([F:8])[F:7])([F:5])[F:4].CN(C)C.Cl[C:33](OCC)=[O:34].C[Si](Cl)(Cl)Cl>C1(C)C=CC=CC=1.C(N(CC)CC)C>[C:3]([CH2:22][CH2:23][S:24][CH2:25][CH2:26][N:27]=[C:33]=[O:34])([C:6]([C:9]([C:12]([C:15]([C:18]([F:19])([F:20])[F:21])([F:16])[F:17])([F:14])[F:13])([F:11])[F:10])([F:8])[F:7])([F:5])[F:4]. Procedure details: In a 500 mL three neck flask (with mechanical stirrer, temperature probe, dropping funnel —N2), containing dry toluene (350 mL), one equivalent of each of the C6F13C2H4SCH2CH2NH2 (0.1 mol) and trimethyl amine (0.1 mol) were added. The mixture was cooled to 0° C. Ethyl chloroformate (0.11 mol) was added dropwise within 20 min. The mixture was allowed to warm to room temperature while stirring was continued. A second equivalent of triethyl amine was added followed by the dropwise addition of methy... Reactants: CC(NC1CCN(C(=O)OC(C)(C)C)CC1C(=O)O)c1ccccc1, CO, ClCCl. Yields the product COC(=O)C1CN(C(=O)OC(C)(C)C)CCC1NC(C)c1ccccc1. RXN SMILES: [C:1]([CH3:2])([CH3:3])([CH3:4])[O:5][C:6](=[O:7])[N:8]1[CH2:9][CH:10]([C:23](=[O:24])[OH:25])[CH:11]([NH:14][CH:15]([CH3:16])[c:17]2[cH:18][cH:19][cH:20][cH:21][cH:22]2)[CH2:12][CH2:13]1.[CH3:29][OH:30].[Cl:26][CH2:27][Cl:28]>>[C:1]([CH3:2])([CH3:3])([CH3:4])[O:5][C:6](=[O:7])[N:8]1[CH2:9][CH:10]([C:23](=[O:24])[O:25][CH3:27])[CH:11]([NH:14][CH:15]([CH3:16])[c:17]2[cH:18][cH:19][cH:20][cH:21][cH:22]2)[CH2:12][CH2:13]1. Reactants: CC(C)Oc1ccc(C(=O)NC(CCO)Cc2ccc(-c3cn4cccc(Br)c4n3)cc2)cc1C#N, Cc1noc(C)c1B(O)O, [K+], [K+], O=C([O-])[O-], CN(C)C=O. The product is Cc1noc(C)c1-c1cccn2cc(-c3ccc(CC(CCO)NC(=O)c4ccc(OC(C)C)c(C#N)c4)cc3)nc12. Reaction SMILES: [Br:1][c:2]1[c:3]2[n:4]([cH:5][cH:6][cH:7]1)[cH:8][c:9](-[c:11]1[cH:12][cH:13][c:14]([CH2:17][CH:18]([CH2:19][CH2:20][OH:21])[NH:22][C:23]([c:24]3[cH:25][c:26]([C:34]#[N:35])[c:27]([O:30][CH:31]([CH3:32])[CH3:33])[cH:28][cH:29]3)=[O:36])[cH:15][cH:16]1)[n:10]2.[CH3:37][c:38]1[n:39][o:40][c:41]([CH3:46])[c:42]1[B:43]([OH:44])[OH:45].[K+:47].[K+:48].[O-:49][C:50]([O-:51])=[O:52].[O:53]=[CH:54][N:55]([CH3:56])[CH3:57]>>[c:2]1(-[c:42]2[c:38]([CH3:37])[n:39][o:40][c:41]2[CH3:46])[c:3]2[n:4]([cH:5][cH:6][cH:7]1)[cH:8][c:9](-[c:11]1[cH:12][cH:13][c:14]([CH2:17][CH:18]([CH2:19][CH2:20][OH:21])[NH:22][C:23]([c:24]3[cH:25][c:26]([C:34]#[N:35])[c:27]([O:30][CH:31]([CH3:32])[CH3:33])[cH:28][cH:29]3)=[O:36])[cH:15][cH:16]1)[n:10]2.